From a dataset of the Open Reaction Database (ORD), a public repository of structured organic reaction records. describe an organic reaction: reactants, conditions, products, and yield Starting materials: C(CCC)[Li] (n-butyllithium), C1(=CC=CC=C1)CC1=C(C2=CC=CC=C2C=C1)OC (2-(Phenylmethyl)-1-methoxynaphthalene), C(=O)=O (carbon dioxide). Run in O1CCCC1 (tetrahydrofuran). Reaction conditions: time 45 minute. Yields the product C1(=CC=CC=C1)CC=1C=C(C2=CC=CC=C2C1OC)C(=O)O (3-(Phenylmethyl)-4-methoxy-1-naphthoic acid). Yield: 90.0%. As a reaction SMILES: [C:1]1([CH2:7][C:8]2[CH:17]=[CH:16][C:15]3[C:10](=[CH:11][CH:12]=[CH:13][CH:14]=3)[C:9]=2[O:18][CH3:19])[CH:6]=[CH:5][CH:4]=[CH:3][CH:2]=1.C([Li])CCC.[C:25](=[O:27])=[O:26]>O1CCCC1>[C:1]1([CH2:7][C:8]2[CH:17]=[C:16]([C:25]([OH:27])=[O:26])[C:15]3[C:10]([C:9]=2[O:18][CH3:19])=[CH:11][CH:12]=[CH:13][CH:14]=3)[CH:2]=[CH:3][CH:4]=[CH:5][CH:6]=1. Reported procedure: A solution of the compound of Example 94 Part B (5.00 g, 0.015 mole) in dry tetrahydrofuran (50 mL) was cooled to -78° and treated dropwise with n-butyllithium (1.55M in hexane; 10.9 mL. 0.017 mole). The mixture was stirred at -78° for 45 minutes, and a stream of gaseous carbon dioxide was directed onto the surface of the stirred solution. The cooling bath was removed from the reaction vessel and the addition of carbon dioxide was continued for 5 minutes. The mixture was then poured into 1.0N hy...